Dataset: the Open Reaction Database (ORD), a public repository of structured organic reaction records. Task: describe an organic reaction: reactants, conditions, products, and yield Starting materials: NC1=C(C(=O)O)C=C(C=C1)OC (2-Amino-5-methoxy-benzoic acid), ice, O (Water), solution, [H-].[Al+3].[Li+].[H-].[H-].[H-] (lithium aluminium hydride), [OH-].[Na+] (sodium hydroxide). Solvent: O1CCCC1 (tetrahydrofuran), O1CCCC1 (tetrahydrofuran). Run at time 2 hour. The product is NC1=C(C=C(C=C1)OC)CO ((2-Amino-5-methoxy-phenyl)-methanol). Yield: 41.7%. Reaction SMILES: [NH2:1][C:2]1[CH:10]=[CH:9][C:8]([O:11][CH3:12])=[CH:7][C:3]=1[C:4](O)=[O:5].[H-].[Al+3].[Li+].[H-].[H-].[H-].O.[OH-].[Na+]>O1CCCC1>[NH2:1][C:2]1[CH:10]=[CH:9][C:8]([O:11][CH3:12])=[CH:7][C:3]=1[CH2:4][OH:5] |f:1.2.3.4.5.6,8.9|. Procedure details: 2-Amino-5-methoxy-benzoic acid (2.0 g, 12 mmol) in tetrahydrofuran (20 ml) was added dropwise to an ice cooled 1 molar solution of lithium aluminium hydride (14.4 ml) in tetrahydrofuran and stirred at 5°0 C. for 2 hours. Water (0.5 ml) was added dropwise, followed by 2 molar aqueous sodium hydroxide solution (0.5 ml). The resulting emulsion was dried over magnesium sulphate, then filtered and evaporated under reduced pressure to give the title compound as a yellow solid (766 mg). Starting materials: ClC=1C=C(C=CC1)C(N)=NO (3-chloro-N′-hydroxybenzenecarboximidamide), ClC(C(=O)Cl)C (2-chloropropanoyl chloride). The solvent is C(Cl)Cl (DCM). Run at temperature 120 celsius. Product: ClC(C)C1=NC(=NO1)C1=CC(=CC=C1)Cl (5-(1-chloroethyl)-3-(3-chlorophenyl)-[1,2,4]oxadiazole). The yield is 67.0%. Reaction SMILES: [Cl:1][C:2]1[CH:3]=[C:4]([C:8](=[N:10][OH:11])[NH2:9])[CH:5]=[CH:6][CH:7]=1.[Cl:12][CH:13]([CH3:17])[C:14](Cl)=O>C(Cl)Cl>[Cl:12][CH:13]([C:17]1[O:11][N:10]=[C:8]([C:4]2[CH:5]=[CH:6][CH:7]=[C:2]([Cl:1])[CH:3]=2)[N:9]=1)[CH3:14]. Procedure: 1.80 g 3-chloro-N′-hydroxybenzenecarboximidamide and 3.7 mL DEA were dissolved under Ar in DCM (100 mL) and cooled on an ice/water bath, followed by addition of 2-chloropropanoyl chloride. After 1 h at r.t. the mixture was concentrated and the crude taken up in DMF (120 mL), followed by heating for at 120° C. for 2 h. The mixture was concentrated onto celite and purified via column chromatography (hep 100% to hep/EA=7/3) yielding the title compound (1.72 g, 67%). 1H NMR: 8.09 (t, 1 H), 7.93-8.02...